From a dataset of the Open Reaction Database (ORD), a public repository of structured organic reaction records. describe an organic reaction: reactants, conditions, products, and yield Reactants: [Al+3], C1CCOC1, CCOC(C)=O, O=C(NCc1cccc(F)c1)Nc1nc(C(=O)[O-])cs1, [H-], [H-], [H-], [H-], [Li+], [Na+], O=S(=O)([O-])O. The product is O=C(NCc1cccc(F)c1)Nc1nc(CO)cs1. Reaction SMILES: [Al+3:22].[CH2:39]1[O:40][CH2:41][CH2:42][CH2:43]1.[CH3:33][CH2:34][O:35][C:36]([CH3:37])=[O:38].[F:1][c:2]1[cH:3][c:4]([CH2:5][NH:6][C:7]([NH:8][c:9]2[s:10][cH:11][c:12]([C:14](=[O:15])[O-:16])[n:13]2)=[O:17])[cH:18][cH:19][cH:20]1.[H-:21].[H-:24].[H-:25].[H-:26].[Li+:23].[Na+:32].[S:27](=[O:28])(=[O:29])([OH:30])[O-:31]>>[F:1][c:2]1[cH:3][c:4]([CH2:5][NH:6][C:7]([NH:8][c:9]2[s:10][cH:11][c:12]([CH2:14][OH:15])[n:13]2)=[O:17])[cH:18][cH:19][cH:20]1. The reactants are OC=1C=C(C=C(C1)O)C1=NOC(=N1)CCC(=O)O (3-[3-(3,5-Dihydroxyphenyl)-1,2,4-oxadiazol-5-yl]propionic acid), OC1=NC(=CC(=C1C1=NOC(=N1)CCC(=O)O)C)OC (3-[3-(2-Hydroxy-6-methoxy-4-methylpyridin-3-yl)-1,2,4-oxadiazol-5-yl]propionic acid), OC1=C(C=C(C=C1)O)C1=NOC(=N1)CCC(=O)O (3-[3-(2,5-Dihydroxyphenyl)-1,2,4-oxadiazol-5-yl]propionic acid), OC1=C(C(=CC=C1)O)C1=NOC(=N1)CCC(=O)O (3-[3-(2,6-Dihydroxyphenyl)-1,2,4-oxadiazol-5-yl]propionic acid). The product is OC1=C(C=CC=C1O)C1=NOC(=N1)CCC(=O)O (3-[3-(2,3-Dihydroxyphenyl)-1,2,4-oxadiazol-5-yl]propionic acid). Reaction SMILES: [OH:1][C:2]1[CH:3]=[C:4]([C:9]2[N:13]=[C:12]([CH2:14][CH2:15][C:16]([OH:18])=[O:17])[O:11][N:10]=2)[CH:5]=[C:6](O)[CH:7]=1.[OH:19]C1C=CC(O)=CC=1C1N=C(CCC(O)=O)ON=1.OC1C=CC=C(O)C=1C1N=C(CCC(O)=O)ON=1.OC1C(C2N=C(CCC(O)=O)ON=2)=C(C)C=C(OC)N=1>>[OH:19][C:3]1[C:2]([OH:1])=[CH:7][CH:6]=[CH:5][C:4]=1[C:9]1[N:13]=[C:12]([CH2:14][CH2:15][C:16]([OH:18])=[O:17])[O:11][N:10]=1. Procedure details: 3-[3-(3,5-Dihydroxyphenyl)-1,2,4-oxadiazol-5-yl]propionic acid; 3-[3-(2,5-Dihydroxyphenyl)-1,2,4-oxadiazol-5-yl]propionic acid; 3-[3-(2,6-Dihydroxyphenyl)-1,2,4-oxadiazol-5-yl]propionic acid; and 3-[3-(2-Hydroxy-6-methoxy-4-methylpyridin-3-yl)-1,2,4-oxadiazol-5-yl]propionic acid. The reactants are FC1=CC=C(C=C1)N1C(C(C1C1=CC=C(C=C1)OCC1=CC=CC=C1)CCCl)=O (1-(4-fluorophenyl)-3-(2-chloroethyl)-4-[4-(benzyloxy)phenyl]azetidin-2-one), C1=CCCCC1 (cyclohexene). The reagents and catalysts are [OH-].[OH-].[Pd+2] (Pd(OH)2/C). Run in CO (MeOH). Reaction conditions: temperature 70 celsius, time 2 hour. Yields the product FC1=CC=C(C=C1)N1C(C(C1C1=CC=C(C=C1)O)CCCl)=O (1-(4-Fluorophenyl)-3-(2-chloroethyl)-4-(4-hydroxyphenyl)azetidin-2-one). The yield is 100.6%. Reaction SMILES: [F:1][C:2]1[CH:7]=[CH:6][C:5]([N:8]2[CH:11]([C:12]3[CH:17]=[CH:16][C:15]([O:18]CC4C=CC=CC=4)=[CH:14][CH:13]=3)[CH:10]([CH2:26][CH2:27][Cl:28])[C:9]2=[O:29])=[CH:4][CH:3]=1.C1CCCCC=1>CO.[OH-].[OH-].[Pd+2]>[F:1][C:2]1[CH:3]=[CH:4][C:5]([N:8]2[CH:11]([C:12]3[CH:17]=[CH:16][C:15]([OH:18])=[CH:14][CH:13]=3)[CH:10]([CH2:26][CH2:27][Cl:28])[C:9]2=[O:29])=[CH:6][CH:7]=1 |f:3.4.5|. Reported procedure: A stirring mixture of 1-(4-fluorophenyl)-3-(2-chloroethyl)-4-[4-(benzyloxy)phenyl]azetidin-2-one (prepared according to Bioorg. Med. Chem. Lett. 1996, 6, 1271-1274; 2.00 g, 4.88 mmol), Pd(OH)2/C (0.500 g, 20%) and cyclohexene (6 ml) in MeOH (60 ml) was heated to 70° C. After 2 hours, the reaction mixture was cooled to room temperature and was filtered through diatomaceous earth. The solvent was removed under reduced pressure to give the title compound (1.57 g; -quantitative yield). No further pu... The reactants are C(=NC1CCCCC1)=NC1CCCCC1, CS(C)=O, CCOCC, O, O=C(O)C(F)(F)F, COC(=O)c1cc(C(=O)OC)cc(N2CCC(O)C2)c1, c1ccncc1, c1ccccc1. The product is COC(=O)c1cc(C(=O)OC)cc(N2CCC(=O)C2)c1. Reaction SMILES: [CH2:38]1[CH2:39][CH2:40][CH:41]([N:42]=[C:43]=[N:44][CH:45]2[CH2:46][CH2:47][CH2:48][CH2:49][CH2:50]2)[CH2:51][CH2:52]1.[CH3:34][S:35]([CH3:36])=[O:37].[CH3:59][CH2:60][O:61][CH2:62][CH3:63].[OH2:64].[OH:1][C:2]([C:3]([F:4])([F:5])[F:6])=[O:7].[OH:8][CH:9]1[CH2:10][N:11]([c:14]2[cH:15][c:16]([C:24](=[O:25])[O:26][CH3:27])[cH:17][c:18]([C:19](=[O:20])[O:21][CH3:22])[cH:23]2)[CH2:12][CH2:13]1.[cH:28]1[cH:29][cH:30][n:31][cH:32][cH:33]1.[cH:53]1[cH:54][cH:55][cH:56][cH:57][cH:58]1>>[O:8]=[C:9]1[CH2:10][N:11]([c:14]2[cH:15][c:16]([C:24](=[O:25])[O:26][CH3:27])[cH:17][c:18]([C:19](=[O:20])[O:21][CH3:22])[cH:23]2)[CH2:12][CH2:13]1. The reactants are Cc1ccc(S(=O)(=O)OCc2noc(C(CCCC3CCCCC3)CC(=O)OC(C)(C)C)n2)cc1, CN1CCNCC1. The product is CN1CCN(Cc2noc(C(CCCC3CCCCC3)CC(=O)OC(C)(C)C)n2)CC1. RXN SMILES: [C:1]([CH3:2])([CH3:3])([CH3:4])[O:5][C:6]([CH2:7][CH:8]([CH2:9][CH2:10][CH2:11][CH:12]1[CH2:13][CH2:14][CH2:15][CH2:16][CH2:17]1)[c:18]1[n:19][c:20]([CH2:23][O:24][S:25]([c:26]2[cH:27][cH:28][c:29]([CH3:30])[cH:31][cH:32]2)(=[O:33])=[O:34])[n:21][o:22]1)=[O:35].[CH3:36][N:37]1[CH2:38][CH2:39][NH:40][CH2:41][CH2:42]1>>[C:1]([CH3:2])([CH3:3])([CH3:4])[O:5][C:6]([CH2:7][CH:8]([CH2:9][CH2:10][CH2:11][CH:12]1[CH2:13][CH2:14][CH2:15][CH2:16][CH2:17]1)[c:18]1[n:19][c:20]([CH2:23][N:40]2[CH2:39][CH2:38][N:37]([CH3:36])[CH2:42][CH2:41]2)[n:21][o:22]1)=[O:35]. The reactants are [OH-].[Na+] (sodium hydroxide), CO (methanol), CC(=O)C1C(C1CC(Cl)(Cl)Cl)(C)C (2,2-dimethyl-3-(2',2',2'-trichloroethyl)-cyclopropyl methyl ketone). Conditions: time 30 minute. The product is CC1(C(C1CC(Cl)(Cl)Cl)C(=O)OC)C (methyl 2,2-dimethyl-3-(2',2',2'-trichloroethyl)-cyclopropanecarboxylate), CC1(C(C1CC(Cl)(Cl)Cl)C(=O)O)C (2,2-dimethyl-3-(2',2',2'-trichloroethyl)-cyclopropanecarboxylic acid). As a reaction SMILES: [OH-:1].[Na+].C[C:4]([CH:6]1[CH:8]([CH2:9][C:10]([Cl:13])([Cl:12])[Cl:11])[C:7]1([CH3:15])[CH3:14])=[O:5].[CH3:16]O>>[CH3:14][C:7]1([CH3:15])[CH:8]([CH2:9][C:10]([Cl:13])([Cl:12])[Cl:11])[CH:6]1[C:4]([O:5][CH3:16])=[O:1].[CH3:14][C:7]1([CH3:15])[CH:8]([CH2:9][C:10]([Cl:13])([Cl:12])[Cl:11])[CH:6]1[C:4]([OH:5])=[O:1] |f:0.1|. Procedure details: To 250 ml of methanol solution containing 36 g of sodium hydroxide were added 26.8 g of 2,2-dimethyl-3-(2',2',2'-trichloroethyl)-cyclopropyl methyl ketone (purity: 97.9%, cis/trans ratio: 91.5/8.5) under cooling with ice, and then 27.6 g of chlorine gas were absorbed from the surface of the solution for 100 minutes and stirred for 30 minutes. Then 25.2 g of sodium sulfite (7 hydrate) and 200 ml of water were added and the mixture was stirred for 30 minutes to decompose excess hypochlorite. Then ... Reactants: COc1ccc(C2=NN(C3CCNCC3)C(=O)C2(C)C)cc1OC, O=C(O)c1cccc2cc[nH]c12. Product: COc1ccc(C2=NN(C3CCN(C(=O)c4cccc5cc[nH]c45)CC3)C(=O)C2(C)C)cc1OC. Reaction SMILES: [CH3:1][O:2][c:3]1[cH:4][c:5]([C:11]2=[N:15][N:14]([CH:16]3[CH2:17][CH2:18][NH:19][CH2:20][CH2:21]3)[C:13](=[O:22])[C:12]2([CH3:23])[CH3:24])[cH:6][cH:7][c:8]1[O:9][CH3:10].[nH:25]1[cH:26][cH:27][c:28]2[cH:29][cH:30][cH:31][c:32]([C:34](=[O:35])[OH:36])[c:33]12>>[CH3:1][O:2][c:3]1[cH:4][c:5]([C:11]2=[N:15][N:14]([CH:16]3[CH2:17][CH2:18][N:19]([C:34]([c:32]4[cH:31][cH:30][cH:29][c:28]5[cH:27][cH:26][nH:25][c:33]54)=[O:35])[CH2:20][CH2:21]3)[C:13](=[O:22])[C:12]2([CH3:23])[CH3:24])[cH:6][cH:7][c:8]1[O:9][CH3:10].